This data is from the Open Reaction Database (ORD), a public repository of structured organic reaction records. The task is: describe an organic reaction: reactants, conditions, products, and yield Starting materials: NC1=CC(=C(C(=C1)C)OC)C (4-Amino-2,6-dimethylanisole), C([O-])(O)=O.[Na+] (sodium bicarbonate), C(C)(=O)OC(C)=O (acetic anhydride), C(C)(=O)O (acetic acid). Run in O (water). Run at temperature 50 celsius. Yields the product C(C)(=O)NC1=CC(=C(C(=C1)C)OC)C (4-Acetamido-2,6-dimethylanisole). Isolated yield 82.6%. RXN SMILES: [NH2:1][C:2]1[CH:7]=[C:6]([CH3:8])[C:5]([O:9][CH3:10])=[C:4]([CH3:11])[CH:3]=1.[C:12](OC(=O)C)(=[O:14])[CH3:13].C(O)(=O)C.C(=O)(O)[O-].[Na+]>O>[C:12]([NH:1][C:2]1[CH:7]=[C:6]([CH3:8])[C:5]([O:9][CH3:10])=[C:4]([CH3:11])[CH:3]=1)(=[O:14])[CH3:13] |f:3.4|. Procedure: 4-Amino-2,6-dimethylanisole (4, 5 g, 33.2 mmol) was placed in a round-bottom flask fitted with a reflux condenser, and acetic anhydride (3.4 mL, 35.4 mmol) and acetic acid (3 mL, 53.1 mmol) were added sequentially. The mixture was heated to 50° C. for 4 h, cooled, poured into water and basified with saturated aq. sodium bicarbonate. The solution was extracted with methylene chloride, and the combined extracts were washed with brine and dried (MgSO4). Removing the solvent and recrystallizing the ... The reactants are NC1=C(SC(=C1)C1=CC(=CC=C1)Cl)C(=O)OC (Methyl 3-amino-5-(3-chlorophenyl)-2-thiophenecarboxylate), [OH-].[Na+] (sodium hydroxide). Solvent: CO (methanol). The product is NC1=C(SC(=C1)C1=CC(=CC=C1)Cl)C(=O)O (3-Amino-5-(3-chlorophenyl)-2-thiophenecarboxylic acid). Yield: 84.4%. RXN SMILES: [NH2:1][C:2]1[CH:6]=[C:5]([C:7]2[CH:12]=[CH:11][CH:10]=[C:9]([Cl:13])[CH:8]=2)[S:4][C:3]=1[C:14]([O:16]C)=[O:15].[OH-].[Na+]>CO>[NH2:1][C:2]1[CH:6]=[C:5]([C:7]2[CH:12]=[CH:11][CH:10]=[C:9]([Cl:13])[CH:8]=2)[S:4][C:3]=1[C:14]([OH:16])=[O:15] |f:1.2|. Procedure: Methyl 3-amino-5-(3-chlorophenyl)-2-thiophenecarboxylate (1.0 g), 2M sodium hydroxide (2 mL) and methanol (10 mL) were heated at 70° C. for 2 days. The methanol was evaporated off and the residue was acidified with 2M hydrochloric acid. Extraction into ethyl acetate followed by drying (MgSO4) and evaporation of the solvent gave the sub-title acid (0.8 g). The reactants are [Cl-].[NH4+] (ammonium chloride), C(C1=CC=CC=C1)=O (benzaldehyde), C(C1=CC=CC=C1)=O (benzaldehyde), C(#C)[Mg]Br (ethynylmagnesium bromide). Run in C(C)OCC (diethylether), C1CCOC1 (THF), C1CCOC1 (THF). Reaction conditions: time 2 hour. The product is C1(=CC=CC=C1)C(C#C)O (1-phenyl-prop-2-yn-1-ol). RXN SMILES: [CH:1](=[O:8])[C:2]1[CH:7]=[CH:6][CH:5]=[CH:4][CH:3]=1.[C:9]([Mg]Br)#[CH:10].[Cl-].[NH4+]>C1COCC1.C(OCC)C>[C:2]1([CH:1]([OH:8])[C:9]#[CH:10])[CH:7]=[CH:6][CH:5]=[CH:4][CH:3]=1 |f:2.3|. Reported procedure: To a solution of 2.65 g of benzaldehyde (Formula 26) in 50 mL of THF at room temperature was added 100 mL of 0.5M ethynylmagnesium bromide in THF. The mixture was stirred at room temperature for 2 hours. Then, the mixture was diluted with diethylether and a saturated solution of ammonium chloride. The mixture was extracted with ethyl acetate. Combined ethyl acetate was washed with brine, dried over sodium sulfate and concentrated. Column chromatography (20% ethyl acetate/hexane) gave 3.17 g of 1... Starting materials: C(C=C)OC=1C=C2CCC(NC2=CC1)=O (6-(allyloxy)-3,4-dihydroquinolin-2(1H)-one), C(=O)([O-])[O-].[K+].[K+] (K2CO3), ON=C(Br)Br (Hydroxycarbonimidic dibromide). Run in CN(C)C=O (DMF), O (water), C(C)(=O)OCC (ethyl acetate). Reaction conditions: temperature 0 celsius, time 8 hour. The product is BrC1=NOC(C1)COC=1C=C2CCC(NC2=CC1)=O (6-((3-bromo-4,5-dihydroisoxazol-5-yl)methoxy)-3,4-dihydroquinolin-2(1H)-one). Isolated yield 60.8%. Reaction SMILES: [CH2:1]([O:4][C:5]1[CH:6]=[C:7]2[C:12](=[CH:13][CH:14]=1)[NH:11][C:10](=[O:15])[CH2:9][CH2:8]2)[CH:2]=[CH2:3].C([O-])([O-])=O.[K+].[K+].[OH:22][N:23]=[C:24](Br)[Br:25]>CN(C=O)C.O.C(OCC)(=O)C>[Br:25][C:24]1[CH2:3][CH:2]([CH2:1][O:4][C:5]2[CH:6]=[C:7]3[C:12](=[CH:13][CH:14]=2)[NH:11][C:10](=[O:15])[CH2:9][CH2:8]3)[O:22][N:23]=1 |f:1.2.3|. Reported procedure: To a solution of 6-(allyloxy)-3,4-dihydroquinolin-2(1H)-one (1.85 g, 9.10 mmol) in DMF (20 mL) and water (5 mL), K2CO3 (3.77 g, 27.3 mmol) were added and the reaction mixture was cooled to 0° C. Hydroxycarbonimidic dibromide (3.69 g, 18.21 mmol) was added and the reaction mixture was stirred at room temperature overnight. The reaction mixture was diluted with ethyl acetate and washed with water, brine, and dried over Na2SO4. The organic layer was concentrated and the crude material purified by f... The reactants are ClC1=C(C=CC(=C1)Cl)CO[C@H]1[C@H]([C@@H](OC)O[C@@]1(COCC1=C(C=C(C=C1)Cl)Cl)C)O (3,5-Bis-O-(2,4-dichlorophenylmethyl)-1-O-methyl-4-methyl-α-D-ribofuranose), CC(=O)OI1(C=2C=CC=CC2C(=O)O1)(OC(=O)C)OC(=O)C (Dess-Martin periodinane). Solvent: ClCCl (dichloromethane). Conditions: temperature -30 celsius, time 5 hour. Product: ClC1=C(C=CC(=C1)Cl)CO[C@H]1[C@]([C@@H](OC)O[C@@]1(COCC1=C(C=C(C=C1)Cl)Cl)C)(O)C (3,5-Bis-O-(2,4-dichlorophenylmethyl)-2,4-di-C-methyl-1-O-methyl-α-D-ribofuranose). The yield is 68.6%. RXN SMILES: [Cl:1][C:2]1[CH:7]=[C:6]([Cl:8])[CH:5]=[CH:4][C:3]=1[CH2:9][O:10][C@@H:11]1[C@@:17]([CH3:29])([CH2:18][O:19][CH2:20][C:21]2[CH:26]=[CH:25][C:24]([Cl:27])=[CH:23][C:22]=2[Cl:28])[O:16][C@H:13]([O:14][CH3:15])[C@@H:12]1[OH:30].[CH3:31]C(OI1(OC(C)=O)(OC(C)=O)OC(=O)C2C=CC=CC1=2)=O>ClCCl>[Cl:1][C:2]1[CH:7]=[C:6]([Cl:8])[CH:5]=[CH:4][C:3]=1[CH2:9][O:10][C@@H:11]1[C@@:17]([CH3:29])([CH2:18][O:19][CH2:20][C:21]2[CH:26]=[CH:25][C:24]([Cl:27])=[CH:23][C:22]=2[Cl:28])[O:16][C@H:13]([O:14][CH3:15])[C@:12]1([CH3:31])[OH:30]. Procedure: The product (2.0 g, 4.0 mmol) from Step B and Dess-Martin periodinane (2.0 g) in dichloromethane (30 mL) were stirred overnight at room temperature and was then concentrated under reduced pressure. The residue was triturated with ether ether (50 mL) and filtered. The filtrate was washed with a solution of Na2S2O3.5H2O (2.5 g) in saturated aqueous sodium bicarbonate solution (50 mL), dried (MgSO4), filtered and evaporated. The residue was dissolved in anhydrous Et2O (20 mL) and was added dropwise... The reactants are O=C([O-])O, CCCCc1cc(Cl)n2nccc2n1, CN, CCO, [Na+]. Product: CCCCc1cc(NC)n2nccc2n1. RXN SMILES: [C:15](=[O:16])([O-:17])[OH:18].[CH2:1]([CH2:2][CH2:3][CH3:4])[c:5]1[n:6][c:7]2[n:8]([c:9]([Cl:11])[cH:10]1)[n:12][cH:13][cH:14]2.[CH3:20][NH2:21].[CH3:22][CH2:23][OH:24].[Na+:19]>>[CH2:1]([CH2:2][CH2:3][CH3:4])[c:5]1[n:6][c:7]2[n:8]([c:9]([NH:21][CH3:20])[cH:10]1)[n:12][cH:13][cH:14]2. The reactants are COC(=O)C=1C=C2C=CNC2=CC1 (1H-indole-5-carboxylic acid methyl ester), C(C)(=O)C1=CN(C2=CC=C(C=C12)OC(F)(F)F)CC(=O)O ((3-acetyl-5-trifluoromethoxy-indol-1-yl)-acetic acid). Product: COC(=O)C=1C=C2C(=CN(C2=CC1)CC(=O)O)C(C)=O (3-Acetyl-1-carboxymethyl-1H-indole-5-carboxylic acid methyl ester). RXN SMILES: [CH3:1][O:2][C:3](C1C=C2C(=CC=1)NC=C2)=[O:4].[C:14]([C:17]1[C:25]2[C:20](=[CH:21][CH:22]=[C:23](OC(F)(F)F)[CH:24]=2)[N:19]([CH2:31][C:32]([OH:34])=[O:33])[CH:18]=1)(=[O:16])[CH3:15]>>[CH3:1][O:2][C:3]([C:23]1[CH:24]=[C:25]2[C:20](=[CH:21][CH:22]=1)[N:19]([CH2:31][C:32]([OH:34])=[O:33])[CH:18]=[C:17]2[C:14](=[O:16])[CH3:15])=[O:4]. Reported procedure: was prepared from 1H-indole-5-carboxylic acid methyl ester in a similar manner as described in Scheme A13 for the preparation of (3-acetyl-5-trifluoromethoxy-indol-1-yl)-acetic acid. MS: 276 [M+H]+; tR (HPLC conditions k): 2.84 min. The reactants are OC1CCNCC1 (4-hydroxypiperidine), BrC1=CC=C(CBr)C=C1 (4-bromobenzyl bromide). Solvent: CN(C=O)C (dimethylformamide). Conditions: time 2 hour. The product is BrC1=CC=C(CN2CCC(CC2)O)C=C1 (1-(4-bromo-benzyl)-piperidin-4-ol). Isolated yield 99.9%. RXN SMILES: [OH:1][CH:2]1[CH2:7][CH2:6][NH:5][CH2:4][CH2:3]1.[Br:8][C:9]1[CH:16]=[CH:15][C:12]([CH2:13]Br)=[CH:11][CH:10]=1>CN(C)C=O>[Br:8][C:9]1[CH:16]=[CH:15][C:12]([CH2:13][N:5]2[CH2:6][CH2:7][CH:2]([OH:1])[CH2:3][CH2:4]2)=[CH:11][CH:10]=1. Procedure: 0.202 g (0.002 mol) of 4-hydroxypiperidine and 0.55 g (0.0022 mol) of 4-bromobenzyl bromide were dissolved in 5 ml of dimethylformamide and stirred at room temperature for 2 hrs. The solvent was distilled off and the residue was taken up in dichloromethane and washed with sat. bicarbonate solution and sodium chloride solution. The organic phase was dried over sodium sulfate and concentrated. 0.54 g (100%) of 1-(4-bromo-benzyl)-piperidin-4-ol was obtained as a colorless oil. MS: me/e (% basic pea... The reactants are COC(=O)C1(C2=CC=CC=C2C=2C=CC(=CC12)F)O (2-fluoro-9-hydroxy-9H-fluorene-9-carboxylic acid methyl ester), S(=O)(Cl)Cl (thionyl chloride). The product is COC(=O)C1(C2=CC=CC=C2C=2C=CC(=CC12)F)Cl (9-Chloro-2-fluoro-9H-fluorene-9-carboxylic acid methyl ester). Reaction SMILES: [CH3:1][O:2][C:3]([C:5]1(O)[C:17]2[CH:16]=[C:15]([F:18])[CH:14]=[CH:13][C:12]=2[C:11]2[C:6]1=[CH:7][CH:8]=[CH:9][CH:10]=2)=[O:4].S(Cl)([Cl:22])=O>>[CH3:1][O:2][C:3]([C:5]1([Cl:22])[C:17]2[CH:16]=[C:15]([F:18])[CH:14]=[CH:13][C:12]=2[C:11]2[C:6]1=[CH:7][CH:8]=[CH:9][CH:10]=2)=[O:4]. Reported procedure: A mixture of 2-fluoro-9-hydroxy-9H-fluorene-9-carboxylic acid methyl ester (5) (4.00 g, 15.5 mmol) and 50 mL thionyl chloride was refluxed 3 h. After the thionyl chloride was removed on the rotavapor, the material was redissolved in 50 mL benzene and the benzene then evaporated to remove trace thionyl chloride. The crude product, 4.3 g (100%), was used without further purification.